Task: describe an organic reaction: reactants, conditions, products, and yield. Dataset: the Open Reaction Database (ORD), a public repository of structured organic reaction records Starting materials: C1(=CC=CC=C1)C=1C(=NOC1C1=CC=CC=C1)C(=O)O (4,5-diphenylisoxazole-3-carboxylic acid), O\N=C(/N)\C1=CC=C(CN2CC(C2)C(=O)OC(C)(C)C)C=C1 ((Z)-tert-butyl 1-(4-(N′-hydroxycarbamimidoyl)benzyl)azetidine-3-carboxylate), C=1C=CC2=C(C1)N=NN2O (HOBT), C(CCl)Cl (EDC). The solvent is CN(C)C=O (DMF). Conditions: time 18 hour. Yields the product C1(=CC=CC=C1)C=1C(=NOC1C1=CC=CC=C1)C1=NC(=NO1)C1=CC=C(CN2CC(C2)C(=O)OC(C)(C)C)C=C1 (tert-butyl 1-(4-(5-(4,5-diphenylisoxazol-3-yl)-1,2,4-oxadiazol-3-yl)benzyl)azetidine-3-carboxylate). Yield: 69.2%. As a reaction SMILES: [C:1]1([C:7]2[C:8]([C:18](O)=O)=[N:9][O:10][C:11]=2[C:12]2[CH:17]=[CH:16][CH:15]=[CH:14][CH:13]=2)[CH:6]=[CH:5][CH:4]=[CH:3][CH:2]=1.[OH:21]/[N:22]=[C:23](/[C:25]1[CH:42]=[CH:41][C:28]([CH2:29][N:30]2[CH2:33][CH:32]([C:34]([O:36][C:37]([CH3:40])([CH3:39])[CH3:38])=[O:35])[CH2:31]2)=[CH:27][CH:26]=1)\[NH2:24].C1C=CC2N(O)N=NC=2C=1.C(Cl)CCl>CN(C=O)C>[C:1]1([C:7]2[C:8]([C:18]3[O:21][N:22]=[C:23]([C:25]4[CH:26]=[CH:27][C:28]([CH2:29][N:30]5[CH2:31][CH:32]([C:34]([O:36][C:37]([CH3:39])([CH3:38])[CH3:40])=[O:35])[CH2:33]5)=[CH:41][CH:42]=4)[N:24]=3)=[N:9][O:10][C:11]=2[C:12]2[CH:13]=[CH:14][CH:15]=[CH:16][CH:17]=2)[CH:6]=[CH:5][CH:4]=[CH:3][CH:2]=1. Procedure: A mixture of 4,5-diphenylisoxazole-3-carboxylic acid (26.5 mg, 0.1 mmol), (Z)-tert-butyl 1-(4-(N′-hydroxycarbamimidoyl)benzyl)azetidine-3-carboxylate, Int.1, (30.5 mg, 0.100 mmol), HOBT (16.85 mg, 0.110 mmol) and EDC (21.09 mg, 0.110 mmol) in DMF (1 mL) was stirred at rt for 18 hr. The reaction mixture was warmed to 60° C. for 2 hr and 70° C. for 2 hr. After cooling to rt overnight, the reaction mixture was partitioned between EtOAc (30 ml) and saturated sodium bicarbonate solution (30 ml). The ... Reactants: CC[C@@]12CCCN3[C@@H]1C4=C(CC3)C5=CC=CC=C5N4C(=C2)C(=O)O (apovincaminic acid), [OH-].[K+] (potassium hydroxide), C(C)Br (ethyl bromide). Run in C(C)O (ethanol). Product: CC[C@@]12CCCN3[C@@H]1C4=C(CC3)C5=CC=CC=C5N4C(=C2)C(=O)OCC (apovincaminic acid ethyl ester). Yield: 66.0%. As a reaction SMILES: [CH3:1][CH2:2][C@:3]12[CH:21]=[C:20]([C:22]([OH:24])=[O:23])[N:19]3[C:9]4=[C:10]([C:13]5[C:18]3=[CH:17][CH:16]=[CH:15][CH:14]=5)[CH2:11][CH2:12][N:7]([C@@H:8]14)[CH2:6][CH2:5][CH2:4]2.[OH-].[K+].[CH2:27](Br)[CH3:28]>C(O)C>[CH3:1][CH2:2][C@:3]12[CH:21]=[C:20]([C:22]([O:24][CH2:27][CH3:28])=[O:23])[N:19]3[C:9]4=[C:10]([C:13]5[C:18]3=[CH:17][CH:16]=[CH:15][CH:14]=5)[CH2:11][CH2:12][N:7]([C@@H:8]14)[CH2:6][CH2:5][CH2:4]2 |f:1.2|. Reported procedure: 1 g. (0.0031 moles) of apovincaminic acid and 0.17 g. (0.003 moles) of potassium hydroxide are dissolved in 80 ml. of anhydrous ethanol, thereafter 0.4 g. (0.0036 moles) of ethyl bromide are added to the solution. The solution is boiled under reflux for 3 hours. The reaction is monitored by layer chromatography. The solution is cooled and evaporated to dryness under reduced pressure. The dry residue is dissolved in 500 ml. of 2% aqueous sulfuric acid, and the solution is filtered. The pH of the ... Reactants: CN(C=1C=C2C(NC=NC2=CC1)=O)C (6-dimethylamino-quinazolin-4(3H)-one), P(=O)(Cl)(Cl)Cl (phosphorus oxychloride). The solvent is CCOCC (ether). Yields the product CN(C=1C=C2C(=NC=NC2=CC1)Cl)C (6-dimethylamino-4-chloroquinazoline). Reaction SMILES: [CH3:1][N:2]([CH3:14])[C:3]1[CH:4]=[C:5]2[C:10](=[CH:11][CH:12]=1)[N:9]=[CH:8][NH:7][C:6]2=O.P(Cl)(Cl)([Cl:17])=O>CCOCC>[CH3:1][N:2]([CH3:14])[C:3]1[CH:4]=[C:5]2[C:10](=[CH:11][CH:12]=1)[N:9]=[CH:8][N:7]=[C:6]2[Cl:17]. Procedure: A mixture of 12.4 g. of 6-dimethylamino-quinazolin-4(3H)-one and 50 ml. of phosphorus oxychloride is refluxed under nitrogen for 10 minutes, cooled to room temperature, 150 ml. of ether added, the crystals recovered by filtering, washed with ether and dried. The solids are added to 500 ml. of ice-water, concentrated ammonia is added to neutralize the solution which is extracted with 1.0 liter of chloroform. The chloroform extract is dried and filtered through 300 ml. of silica gel using chlorofo... Reactants: C1CCOC1 (THF), COCCl (methoxymethyl chloride), C1CCOC1 (THF), BrC1=C(C(=CC(=C1)C)C(C)(C)C)O (2-bromo-4-methyl-6-tert-butylphenol), C1CCOC1 (THF), [H-].[Na+] (sodium hydride). Solvent: O (water). Conditions: temperature 0 celsius, time 2 hour. Product: BrC1=C(C(=CC(=C1)C)C(C)(C)C)OCOC (1-bromo-2-methoxymethyloxy-3-tert-butyl-5-methylbenzene). RXN SMILES: C1[CH2:5][O:4][CH2:3]C1.[Br:6][C:7]1[CH:12]=[C:11]([CH3:13])[CH:10]=[C:9]([C:14]([CH3:17])([CH3:16])[CH3:15])[C:8]=1[OH:18].[H-].[Na+].COCCl>O>[Br:6][C:7]1[CH:12]=[C:11]([CH3:13])[CH:10]=[C:9]([C:14]([CH3:15])([CH3:17])[CH3:16])[C:8]=1[O:18][CH2:3][O:4][CH3:5] |f:2.3|. Reported procedure: Under nitrogen atmosphere, a THF 50 ml solution of 2-bromo-4-methyl-6-tert-butylphenol(23.41 g, 100 mmol) was added dropwise at 0° C. with stirring to a 100 ml THF suspension of sodium hydride (60%, 5.20 g, 130 mmol). After 2 hours, a THF 20 ml solution of methoxymethyl chloride (95%, 12.71 g, 150 mmol) was added dropwise to the mixture obtained above, the resulting mixture was brought up to room temperature and stirred for 10 hours. The reaction liquid thus obtained was cooled to 0° C., 100 ml ... Starting materials: CCOC(=O)/N=N/C(=O)OCC (diethylazodicarboxylate), O1CCC(CC1)O (tetrahydro-4H-pyran-4-ol), CC(=O)C=1C=CC(=CC1O)O (2,4-dihydroxyacetophenone), C1(=CC=CC=C1)P(C1=CC=CC=C1)C1=CC=CC=C1 (triphenylphosphine). The solvent is C(Cl)Cl (CH2Cl2), CCOCC (ether). Conditions: temperature 20 celsius, time 20 hour. Product: OC1=C(C=CC(=C1)OC1CCOCC1)C(C)=O (1-(2-Hydroxy-4-(tetrahydropyran-4-yloxy)-phenyl]-ethanone). The yield is 31.3%. As a reaction SMILES: [O:1]1[CH2:6][CH2:5][CH:4]([OH:7])[CH2:3][CH2:2]1.[CH3:8][C:9]([C:11]1[CH:12]=[CH:13][C:14](O)=[CH:15][C:16]=1[OH:17])=[O:10].C1(P(C2C=CC=CC=2)C2C=CC=CC=2)C=CC=CC=1.CCOC(/N=N/C(OCC)=O)=O>C(Cl)Cl.CCOCC>[OH:17][C:16]1[CH:15]=[C:14]([O:7][CH:4]2[CH2:5][CH2:6][O:1][CH2:2][CH2:3]2)[CH:13]=[CH:12][C:11]=1[C:9](=[O:10])[CH3:8]. Procedure: A mixture of tetrahydro-4H-pyran-4-ol (1.53 g, 15 mmol), 2,4-dihydroxyacetophenone (1.52 g, 10 mmol), and triphenylphosphine, polymerbound (5 g, 3 mmol P/g resin, 15 mmol) in CH2Cl2 (150 mL) was treated with diethylazodicarboxylate (2.61 g, 15 mmol) and stirred at 20° C. for 20 h. The reaction mixture was treated with ether (200 mL) and the resin was filtered off and discarded. The filtrate was concentrated in vacuo and purified by flash chromatography (silica gel, 4×7.5 cm, eluted with 25% ethe... Starting materials: COc1ccc(C(C)C)cc1-c1ccc(OCc2ccccc2)cc1CCl, CN(C)C=O, CCOC(C)=O, [Cl-], CC(C)(C)OC(=O)CCCOc1cnc(NCc2cc(C(F)(F)F)cc(C(F)(F)F)c2)nc1, [H-], [NH4+], [Na+]. The product is COc1ccc(C(C)C)cc1-c1ccc(OCc2ccccc2)cc1CN(Cc1cc(C(F)(F)F)cc(C(F)(F)F)c1)c1ncc(OCCCC(=O)OC(C)(C)C)cn1. As a reaction SMILES: [CH2:34]([c:35]1[cH:36][cH:37][cH:38][cH:39][cH:40]1)[O:41][c:42]1[cH:43][c:44]([CH2:59][Cl:60])[c:45](-[c:48]2[c:49]([O:57][CH3:58])[cH:50][cH:51][c:52]([CH:54]([CH3:55])[CH3:56])[cH:53]2)[cH:46][cH:47]1.[CH3:65][N:66]([CH3:67])[CH:68]=[O:69].[CH3:70][CH2:71][O:72][C:73](=[O:74])[CH3:75].[Cl-:63].[F:1][C:2]([c:3]1[cH:4][c:5]([CH2:6][NH:7][c:8]2[n:9][cH:10][c:11]([O:14][CH2:15][CH2:16][CH2:17][C:18](=[O:19])[O:20][C:21]([CH3:22])([CH3:23])[CH3:24])[cH:12][n:13]2)[cH:25][c:26]([C:28]([F:29])([F:30])[F:31])[cH:27]1)([F:32])[F:33].[H-:61].[NH4+:64].[Na+:62]>>[F:1][C:2]([c:3]1[cH:4][c:5]([CH2:6][N:7]([c:8]2[n:9][cH:10][c:11]([O:14][CH2:15][CH2:16][CH2:17][C:18](=[O:19])[O:20][C:21]([CH3:22])([CH3:23])[CH3:24])[cH:12][n:13]2)[CH2:59][c:44]2[cH:43][c:42]([O:41][CH2:34][c:35]3[cH:36][cH:37][cH:38][cH:39][cH:40]3)[cH:47][cH:46][c:45]2-[c:48]2[c:49]([O:57][CH3:58])[cH:50][cH:51][c:52]([CH:54]([CH3:55])[CH3:56])[cH:53]2)[cH:25][c:26]([C:28]([F:29])([F:30])[F:31])[cH:27]1)([F:32])[F:33]. The reactants are CCCBr, CS(C)=O, Cl, [H-], [Na+], COC(=O)c1cc2ccccc2[nH]1. The product is CCCn1c(C(=O)OC)cc2ccccc21. As a reaction SMILES: [Br:16][CH2:17][CH2:18][CH3:19].[CH3:21][S:22]([CH3:23])=[O:24].[ClH:20].[H-:14].[Na+:15].[nH:1]1[c:2]([C:10](=[O:11])[O:12][CH3:13])[cH:3][c:4]2[cH:5][cH:6][cH:7][cH:8][c:9]12>>[n:1]1([CH2:17][CH2:18][CH3:19])[c:2]([C:10](=[O:11])[O:12][CH3:13])[cH:3][c:4]2[cH:5][cH:6][cH:7][cH:8][c:9]12. Starting materials: C1=CC=C(C=C1)P(C2=CC=CC=C2)C3=CC=CC=C3OC4=CC=CC=C4P(C5=CC=CC=C5)C6=CC=CC=C6 (DPEPhos), ClC1=NC=C(C#N)C(=C1)I (6-chloro-4-iodo-nicotinonitrile), NC1=C(C(=O)NOC)C=CC=C1 (2-amino-N-methoxy-benzamide), [O-]P(=O)([O-])[O-].[K+].[K+].[K+] (K3PO4). Reagents/catalysts: CC(=O)O.CC(=O)O.[Pd] (Pd(OAC)2). Solvent: O1CCOCC1 (1,4-dioxane). Run at temperature 110 celsius, time 8 hour. Product: ClC1=NC=C(C(=C1)NC1=C(C(=O)NC)C=CC=C1)C#N (2-(2-Chloro-5-cyanopyridin-4-ylamino)-N-methylbenzamide). The yield is 740.3%. RXN SMILES: [Cl:1][C:2]1[CH:9]=[C:8](I)[C:5]([C:6]#[N:7])=[CH:4][N:3]=1.[NH2:11][C:12]1[CH:22]=[CH:21][CH:20]=[CH:19][C:13]=1[C:14]([NH:16]OC)=[O:15].[O-]P([O-])([O-])=O.[K+].[K+].[K+].[CH:31]1C=CC(P(C2C(OC3C(P(C4C=CC=CC=4)C4C=CC=CC=4)=CC=CC=3)=CC=CC=2)C2C=CC=CC=2)=CC=1>O1CCOCC1.CC(O)=O.CC(O)=O.[Pd]>[Cl:1][C:2]1[CH:9]=[C:8]([NH:11][C:12]2[CH:22]=[CH:21][CH:20]=[CH:19][C:13]=2[C:14]([NH:16][CH3:31])=[O:15])[C:5]([C:6]#[N:7])=[CH:4][N:3]=1 |f:2.3.4.5,8.9.10|. Procedure: A mixture of 6-chloro-4-iodo-nicotinonitrile (14 g, 53.03 mmole, 1 eq), 2-amino-N-methoxy-benzamide (7.96 g, 53.03 mmole, 1 eq) and K3PO4 (28.14 g, 132.57 mmole, 2.5 eq) in 1,4-dioxane (250 mL) was degassed with N2 for 1 h. To this mixture were added Pd(OAC)2 (0.238 g, 1.06 mmole, 0.02 eq) and DPEPhos (2.28 g, 4.24 mmole, 0.08 eq). The resulting reaction mixture was degassed with N2 for another 15 min after which the resulting reaction mixture was stirred at 110° C. overnight. After completion o... The reactants are BrC=1C=C2C(=NC1)N(C=C2)S(=O)(=O)C2=CC=C(C)C=C2 (5-bromo-1-tosyl-1H-pyrrolo[2,3-b]pyridine), [B-](C)(F)(F)F.[K+] (potassium trifluoro(methyl)borate), C([O-])([O-])=O.[Cs+].[Cs+] (cesium carbonate). Reagents/catalysts: C1=CC=C(C=C1)P([C-]2C=CC=C2)C3=CC=CC=C3.C1=CC=C(C=C1)P([C-]2C=CC=C2)C3=CC=CC=C3.Cl[Pd]Cl.[Fe+2] ([1,1′-bis(diphenylphosphino)ferrocene]dichloropalladium(II)). The solvent is C1CCOC1 (THF), O (water). Product: CC=1C=C2C(=NC1)N(C=C2)S(=O)(=O)C2=CC=C(C)C=C2 (5-methyl-1-tosyl-1H-pyrrolo[2,3-b]pyridine). Yield: 46.5%. As a reaction SMILES: Br[C:2]1[CH:3]=[C:4]2[CH:10]=[CH:9][N:8]([S:11]([C:14]3[CH:20]=[CH:19][C:17]([CH3:18])=[CH:16][CH:15]=3)(=[O:13])=[O:12])[C:5]2=[N:6][CH:7]=1.[B-](F)(F)(F)[CH3:22].[K+].C(=O)([O-])[O-].[Cs+].[Cs+]>C1COCC1.O.C1C=CC(P(C2C=CC=CC=2)[C-]2C=CC=C2)=CC=1.C1C=CC(P(C2C=CC=CC=2)[C-]2C=CC=C2)=CC=1.Cl[Pd]Cl.[Fe+2]>[CH3:22][C:2]1[CH:3]=[C:4]2[CH:10]=[CH:9][N:8]([S:11]([C:14]3[CH:20]=[CH:19][C:17]([CH3:18])=[CH:16][CH:15]=3)(=[O:13])=[O:12])[C:5]2=[N:6][CH:7]=1 |f:1.2,3.4.5,8.9.10.11|. Reported procedure: A solution of 5-bromo-1-tosyl-1H-pyrrolo[2,3-b]pyridine (5 g, 14.29 mmol), potassium trifluoro(methyl)borate (2.62 g, 21.43 mmol), cesium carbonate (12.56 g, 38.57 mmol) and [1,1′-bis(diphenylphosphino)ferrocene]dichloropalladium(II) (1.16 g, 1.43 mmol) in THF (150 mL) and water (15 mL) was heated at reflux for 18 hours. The reaction mixture was cooled down to ambient and partitioned between EtOAc (100 mL) and water (100 mL). The organic phase was separated, washed with 1N HCl (100 mL) and brine... The reactants are solution, FC(C(CO)(C)C(F)(F)F)(F)F (2,2-bis(trifluoromethyl)propanol), ClC1=NC=NC(=C1)Cl (4,6-dichloropyrimidine), solution, [Cl-].[NH4+] (ammonium chloride), [H-].[Na+] (sodium hydride). The solvent is O1CCCC1 (tetrahydrofuran), O1CCCC1 (tetrahydrofuran), O1CCCC1 (tetrahydrofuran). Run at time 10 minute. Yields the product crude product, ClC1=NC=NC(=C1)OCC(C)(C(F)(F)F)C(F)(F)F (4-chloro-6-[2,2-bis(trifluoromethyl)propoxy]pyrimidine). Reaction SMILES: [H-].[Na+].[F:3][C:4]([F:14])([F:13])[C:5]([C:9]([F:12])([F:11])[F:10])([CH3:8])[CH2:6][OH:7].[Cl:15][C:16]1[CH:21]=[C:20](Cl)[N:19]=[CH:18][N:17]=1.[Cl-].[NH4+]>O1CCCC1>[Cl:15][C:16]1[CH:21]=[C:20]([O:7][CH2:6][C:5]([C:9]([F:11])([F:10])[F:12])([C:4]([F:13])([F:14])[F:3])[CH3:8])[N:19]=[CH:18][N:17]=1 |f:0.1,4.5|. Procedure details: In 4 ml of tetrahydrofuran was suspended 0.11 g of sodium hydride (60% in oil), to which 0.5 ml of a solution containing 0.44 g of 2,2-bis(trifluoromethyl)propanol in tetrahydrofuran was added dropwise at room temperature, followed by stirring for 10 minutes. To this was added dropwise 0.5 ml of a solution containing 0.3 g of 4,6-dichloropyrimidine in tetrahydrofuran at 0° C., followed by stirring at the same temperature for 1.5 hours. The reaction mixture was then poured into a saturated aqueou...